Task: describe an organic reaction: reactants, conditions, products, and yield. Dataset: the Open Reaction Database (ORD), a public repository of structured organic reaction records Starting materials: Cc1cnc(CCl)c(C)c1, Cl, FC(F)(F)c1ccc2nc(S)[nH]c2c1, [Na+], [OH-], O. The product is Cc1cnc(CSc2nc3ccc(C(F)(F)F)cc3[nH]2)c(C)c1. As a reaction SMILES: [Cl:16][CH2:17][c:18]1[n:19][cH:20][c:21]([CH3:25])[cH:22][c:23]1[CH3:24].[ClH:15].[F:1][C:2]([c:3]1[cH:4][c:5]2[c:6]([n:7][c:8]([SH:10])[nH:9]2)[cH:11][cH:12]1)([F:13])[F:14].[Na+:27].[OH-:26].[OH2:28]>>[F:1][C:2]([c:3]1[cH:4][c:5]2[c:6]([n:7][c:8]([S:10][CH2:17][c:18]3[n:19][cH:20][c:21]([CH3:25])[cH:22][c:23]3[CH3:24])[nH:9]2)[cH:11][cH:12]1)([F:13])[F:14]. Starting materials: COc1ccccc1S, Ic1ccccc1. Product: COc1ccccc1Sc1ccccc1. RXN SMILES: [CH3:8][O:9][c:10]1[c:11]([SH:16])[cH:12][cH:13][cH:14][cH:15]1.[I:1][c:2]1[cH:3][cH:4][cH:5][cH:6][cH:7]1>>[c:2]1([S:16][c:11]2[c:10]([O:9][CH3:8])[cH:15][cH:14][cH:13][cH:12]2)[cH:3][cH:4][cH:5][cH:6][cH:7]1. Starting materials: N=1C=C(N2C1C=CC=C2)C=2C=C(C=CC2)N (3-imidazo[1,2-a]pyridin-3-yl-phenylamine), C1(CC(CC1)=O)=O (1,3-cyclopentandione), O.C1(=CC=C(C=C1)S(=O)(=O)O)C (p-toluenesulfonic acid monohydrate). Run in C1(=CC=CC=C1)C (toluene), CO (methanol). Yields the product N=1C=C(N2C1C=CC=C2)C=2C=C(C=CC2)NC2=CC(CC2)=O (3-(3-Imidazo[1,2-a]pyridin-3-yl-phenylamino)-cyclopent-2-enone). As a reaction SMILES: [N:1]1[CH:2]=[C:3]([C:10]2[CH:11]=[C:12]([NH2:16])[CH:13]=[CH:14][CH:15]=2)[N:4]2[CH:9]=[CH:8][CH:7]=[CH:6][C:5]=12.[C:17]1(=O)[CH2:21][CH2:20][C:19](=[O:22])[CH2:18]1.O.C1(C)C=CC(S(O)(=O)=O)=CC=1>C1(C)C=CC=CC=1.CO>[N:1]1[CH:2]=[C:3]([C:10]2[CH:11]=[C:12]([NH:16][C:17]3[CH2:21][CH2:20][C:19](=[O:22])[CH:18]=3)[CH:13]=[CH:14][CH:15]=2)[N:4]2[CH:9]=[CH:8][CH:7]=[CH:6][C:5]=12 |f:2.3|. Procedure: A solution of 3-imidazo[1,2-a]pyridin-3-yl-phenylamine (210 mg, 1.0 mmol), 1,3-cyclopentandione (110 mg, 1.1 mmol) and p-toluenesulfonic acid monohydrate (17 mg, 0.1 mmol) in toluene (2 ml) was stirred and heated at reflux under N2 for 8 hours. After cooling to RT the mixture was diluted with methanol (˜3 ml) then filtered. The solid was washed with Et2O then dried under vacuum to give the title compound. MS: [M+H]+ 290. The reactants are BrC1=CC=C(C(=C1C=O)F)OCC (6-bromo-3-ethoxy-2-fluorobenzaldehyde), CC=1C=CC(=CC1)S(=O)(=O)O (PTSA), C1(=CC=CC=C1)C (toluene). Yields the product BrC1=CC=C(C(=C1C1OCCO1)F)OCC (2-(6-bromo-3-ethoxy-2-fluorophenyl)-1,3-dioxolane). The yield is 98.8%. As a reaction SMILES: [Br:1][C:2]1[C:7]([CH:8]=[O:9])=[C:6]([F:10])[C:5]([O:11][CH2:12][CH3:13])=[CH:4][CH:3]=1.CC1C=CC(S(O)(=O)=[O:22])=CC=1.[C:25]1([CH3:31])C=CC=CC=1>>[Br:1][C:2]1[C:7]([CH:8]2[O:22][CH2:25][CH2:31][O:9]2)=[C:6]([F:10])[C:5]([O:11][CH2:12][CH3:13])=[CH:4][CH:3]=1. Procedure details: A Dean-Stark condenser was attached, and a mixture of compound (53) (17.0 g, 68.81 mmol), EG (12.8 g, 200.2 mmol) and PTSA (0.17 g, 1 wt %) was refluxed in a toluene (200 mL) solvent for 3 hours. The reaction mixture was washed with a saturated aqueous solution of sodium hydrogencarbonate, water and saturated brine, and dried over magnesium sulfate. Toluene was distilled off by evaporator, and thus 2-(6-bromo-3-ethoxy-2-fluorophenyl)-1,3-dioxolane (54) (19.8 g, yield 98.8%) was obtained. Reactants: COC(=O)c1cc2c(n1C)-c1cn(C(c3ccccc3)(c3ccccc3)c3ccccc3)nc1CC2, CO, Cl. Yields the product COC(=O)c1cc2c(n1C)-c1cn[nH]c1CC2. Reaction SMILES: [CH3:1][O:2][C:3](=[O:4])[c:5]1[n:6]([CH3:36])[c:7]2[c:15]([cH:16]1)[CH2:14][CH2:13][c:12]1[c:8]-2[cH:9][n:10]([C:17]([c:18]2[cH:19][cH:20][cH:21][cH:22][cH:23]2)([c:24]2[cH:25][cH:26][cH:27][cH:28][cH:29]2)[c:30]2[cH:31][cH:32][cH:33][cH:34][cH:35]2)[n:11]1.[CH3:38][OH:39].[ClH:37]>>[CH3:1][O:2][C:3](=[O:4])[c:5]1[n:6]([CH3:36])[c:7]2[c:15]([cH:16]1)[CH2:14][CH2:13][c:12]1[c:8]-2[cH:9][n:10][nH:11]1. Reactants: aqueous solution, [OH-].[Na+] (NaOH), FC1=C(OC2=C3C(=NC=C2)N(N=C3C3=CC=C(C(=O)OC)C=C3)CC3=CC=C(C=C3)OC)C=CC(=C1)NC(=O)C1(CC1)C(NC1=CC=C(C=C1)F)=O (methyl 4-(4-(2-fluoro-4-(1-(4-fluorophenyl carbamoyl)cyclopropanecarboxamido)phenoxy)-1-(4-methoxybenzyl)-1H-pyrazolo[3,4-b]pyridin-3-yl)benzoate). The solvent is CO (MeOH). Reaction conditions: time 4 hour. Product: FC1=C(OC2=C3C(=NC=C2)N(N=C3C3=CC=C(C(=O)O)C=C3)CC3=CC=C(C=C3)OC)C=CC(=C1)NC(=O)C1(CC1)C(NC1=CC=C(C=C1)F)=O (4-(4-(2-fluoro-4-(1-(4-fluorophenylcarbamoyl)cyclopropanecarboxamido)phenoxy)-1-(4-methoxybenzyl)-1H-pyrazolo[3,4-b]pyridin-3-yl)benzoic acid). Isolated yield 84.7%. Reaction SMILES: [F:1][C:2]1[CH:36]=[C:35]([NH:37][C:38]([C:40]2([C:43](=[O:52])[NH:44][C:45]3[CH:50]=[CH:49][C:48]([F:51])=[CH:47][CH:46]=3)[CH2:42][CH2:41]2)=[O:39])[CH:34]=[CH:33][C:3]=1[O:4][C:5]1[CH:10]=[CH:9][N:8]=[C:7]2[N:11]([CH2:24][C:25]3[CH:30]=[CH:29][C:28]([O:31][CH3:32])=[CH:27][CH:26]=3)[N:12]=[C:13]([C:14]3[CH:23]=[CH:22][C:17]([C:18]([O:20]C)=[O:19])=[CH:16][CH:15]=3)[C:6]=12.[OH-].[Na+]>CO>[F:1][C:2]1[CH:36]=[C:35]([NH:37][C:38]([C:40]2([C:43](=[O:52])[NH:44][C:45]3[CH:46]=[CH:47][C:48]([F:51])=[CH:49][CH:50]=3)[CH2:42][CH2:41]2)=[O:39])[CH:34]=[CH:33][C:3]=1[O:4][C:5]1[CH:10]=[CH:9][N:8]=[C:7]2[N:11]([CH2:24][C:25]3[CH:26]=[CH:27][C:28]([O:31][CH3:32])=[CH:29][CH:30]=3)[N:12]=[C:13]([C:14]3[CH:23]=[CH:22][C:17]([C:18]([OH:20])=[O:19])=[CH:16][CH:15]=3)[C:6]=12 |f:1.2|. Procedure: Dissolved methyl 4-(4-(2-fluoro-4-(1-(4-fluorophenyl carbamoyl)cyclopropanecarboxamido)phenoxy)-1-(4-methoxybenzyl)-1H-pyrazolo[3,4-b]pyridin-3-yl)benzoate (230 mg, 0.327 mmol) in MeOH (5 mL) and added 10% aqueous solution of NaOH (0.65 ml, 1.63 mmol). The mixture was stirred at room temperature for 4 hours. The solvent was evaporated to a minimal volume and the crude was partitioned between ethyl acetate (50 mL) and water (50 mL). The organic layer washed with brine, dried over Na2SO4 and evapo...